From a dataset of the Open Reaction Database (ORD), a public repository of structured organic reaction records. describe an organic reaction: reactants, conditions, products, and yield The reactants are BrC1=NC(=CC(=C1)S(=O)(=O)C1=CC=C(C=C1)N)N1CCCC1 (4-(2-bromo-6-pyrrolidine-1-yl-pyridine-4-sulfonyl)-phenylamine), C1(=CC=CC2=CC=CC=C12)B(O)O (1-naphthylboronic acid). Reagents/catalysts: C1=CC=C(C=C1)P(C2=CC=CC=C2)C3=CC=CC=C3.C1=CC=C(C=C1)P(C2=CC=CC=C2)C3=CC=CC=C3.Cl[Pd]Cl (bis(triphenylphosphine)-palladium(II)-chloride). Solvent: C([O-])([O-])=O.[K+].[K+] (potassium carbonate), C1(=CC=CC=C1)C (toluene). Product: C1(=CC=CC2=CC=CC=C12)C1=NC(=CC(=C1)S(=O)(=O)C1=CC=C(C=C1)N)N1CCCC1 (4-(2-naphthalen-1-yl-6-pyrrolidine-1-yl-pyridine-4-sulfonyl)-phenylamine). Yield: 20.5%. Reaction SMILES: Br[C:2]1[CH:7]=[C:6]([S:8]([C:11]2[CH:16]=[CH:15][C:14]([NH2:17])=[CH:13][CH:12]=2)(=[O:10])=[O:9])[CH:5]=[C:4]([N:18]2[CH2:22][CH2:21][CH2:20][CH2:19]2)[N:3]=1.[C:23]1(B(O)O)[C:32]2[C:27](=[CH:28][CH:29]=[CH:30][CH:31]=2)[CH:26]=[CH:25][CH:24]=1>C1(C)C=CC=CC=1.C(=O)([O-])[O-].[K+].[K+].C1C=CC(P(C2C=CC=CC=2)C2C=CC=CC=2)=CC=1.C1C=CC(P(C2C=CC=CC=2)C2C=CC=CC=2)=CC=1.Cl[Pd]Cl>[C:31]1([C:2]2[CH:7]=[C:6]([S:8]([C:11]3[CH:16]=[CH:15][C:14]([NH2:17])=[CH:13][CH:12]=3)(=[O:10])=[O:9])[CH:5]=[C:4]([N:18]3[CH2:22][CH2:21][CH2:20][CH2:19]3)[N:3]=2)[C:32]2[C:27](=[CH:26][CH:25]=[CH:24][CH:23]=2)[CH:28]=[CH:29][CH:30]=1 |f:3.4.5,6.7.8|. Reported procedure: A mixture of 191 mg (0.5 mmole) 4-(2-bromo-6-pyrrolidine-1-yl-pyridine-4-sulfonyl)-phenylamine, 106 mg (0.55 mmole) 1-naphthylboronic acid, 18 mg bis(triphenylphosphine)-palladium(II)-chloride is refluxed for 20 hours in 7 ml toluene and 2 ml 2N aqueous potassium carbonate. The solvents are removed in vacuo. Flash chromatography (silicagel, ethyl acetate/hexane 1/1) of the residue yields 44 mg (20%) pure 4-(2-naphthalen-1-yl-6-pyrrolidine-1-yl-pyridine-4-sulfonyl)-phenylamine as an amorphous sol... Starting materials: CC(Cl)Cl, CC(C)(C)C(=O)c1cn(COCC[Si](C)(C)C)c2ncc(N)nc12, O=C=NC1CCCCC1. Yields the product CC(C)(C)C(=O)c1cn(COCC[Si](C)(C)C)c2ncc(NC(=O)NC3CCCCC3)nc12. Reaction SMILES: [Cl:34][CH:35]([Cl:36])[CH3:37].[NH2:1][c:2]1[n:3][c:4]2[c:5]([n:6][cH:7]1)[n:8]([CH2:17][O:18][CH2:19][CH2:20][Si:21]([CH3:22])([CH3:23])[CH3:24])[cH:9][c:10]2[C:11]([C:12]([CH3:13])([CH3:14])[CH3:15])=[O:16].[O:25]=[C:26]=[N:27][CH:28]1[CH2:29][CH2:30][CH2:31][CH2:32][CH2:33]1>>[NH:1]([c:2]1[n:3][c:4]2[c:5]([n:6][cH:7]1)[n:8]([CH2:17][O:18][CH2:19][CH2:20][Si:21]([CH3:22])([CH3:23])[CH3:24])[cH:9][c:10]2[C:11]([C:12]([CH3:13])([CH3:14])[CH3:15])=[O:16])[C:26](=[O:25])[NH:27][CH:28]1[CH2:29][CH2:30][CH2:31][CH2:32][CH2:33]1. Reactants: N1C=CC=C1 (pyrrole), BrCC1=CC=C(C#N)C=C1 (4-(bromomethyl)benzonitrile). The solvent is CN(C)C=O (DMF). Yields the product C(#N)C1=CC=C(CN2C=CC=C2)C=C1 (N-(4-cyanobenzyl)pyrrole). Reaction SMILES: [NH:1]1[CH:5]=[CH:4][CH:3]=[CH:2]1.Br[CH2:7][C:8]1[CH:15]=[CH:14][C:11]([C:12]#[N:13])=[CH:10][CH:9]=1>CN(C=O)C>[C:12]([C:11]1[CH:14]=[CH:15][C:8]([CH2:7][N:1]2[CH:5]=[CH:4][CH:3]=[CH:2]2)=[CH:9][CH:10]=1)#[N:13]. Reported procedure: Using pyrrole and 4-(bromomethyl)benzonitrile and the method of Example 53A, except using DMF as the solvent, provided N-(4-cyanobenzyl)pyrrole. 1H NMR (CDCl3) δ 7.62 (m, 2H), 7.14 (m, 2H), 6.69 (m, 2H), 6.24 (m, 2H), 5.15 (s, 2H). MS (DCl/NH3) m/e 183 (M+H)+, 200 (M+H+NH3)+.